Dataset: the Open Reaction Database (ORD), a public repository of structured organic reaction records. Task: describe an organic reaction: reactants, conditions, products, and yield Reactants: Br\C=C\C(CC(CCC)(C)C)O (1-bromo-5,5-dimethyl-trans-1-octen-3-ol), C1(=CC=CC=C1)C(C1=CC=CC=C1)(C1=CC=CC=C1)Br (triphenylmethyl bromide). Product: Br\C=C\C(CC(CCC)(C)C)OC(C1=CC=CC=C1)(C1=CC=CC=C1)C1=CC=CC=C1 (1-bromo-5,5-dimethyl-3-triphenylmethoxy-trans-1-octene). Reaction SMILES: [Br:1]/[CH:2]=[CH:3]/[CH:4]([OH:12])[CH2:5][C:6]([CH3:11])([CH3:10])[CH2:7][CH2:8][CH3:9].[C:13]1([C:19](Br)([C:26]2[CH:31]=[CH:30][CH:29]=[CH:28][CH:27]=2)[C:20]2[CH:25]=[CH:24][CH:23]=[CH:22][CH:21]=2)[CH:18]=[CH:17][CH:16]=[CH:15][CH:14]=1>>[Br:1]/[CH:2]=[CH:3]/[CH:4]([O:12][C:19]([C:13]1[CH:18]=[CH:17][CH:16]=[CH:15][CH:14]=1)([C:26]1[CH:27]=[CH:28][CH:29]=[CH:30][CH:31]=1)[C:20]1[CH:21]=[CH:22][CH:23]=[CH:24][CH:25]=1)[CH2:5][C:6]([CH3:11])([CH3:10])[CH2:7][CH2:8][CH3:9]. Procedure details: Treatment of 3.53 g. (15 moles) of 1-bromo-5,5-dimethyl-trans-1-octen-3-ol (Example 1177) with 4.85 g. (15 moles) of triphenylmethyl bromide in 35 ml. of pyridine and purification on Florisil®, all as described in Example 728 gives the title compound. The reactants are C=CCn1c(C#N)nc2c1c(=O)n(CCCC)c(=O)n2CCCC, C1CCOC1, CS(C)=O, c1ccc(P(c2ccccc2)(c2ccccc2)[Pd](P(c2ccccc2)(c2ccccc2)c2ccccc2)(P(c2ccccc2)(c2ccccc2)c2ccccc2)P(c2ccccc2)(c2ccccc2)c2ccccc2)cc1. Yields the product CCCCn1c(=O)c2[nH]c(C#N)nc2n(CCCC)c1=O. RXN SMILES: [CH2:1]([CH2:2][CH2:3][CH3:4])[n:5]1[c:6](=[O:24])[n:7]([CH2:20][CH2:21][CH2:22][CH3:23])[c:8]2[n:9][c:10]([C:18]#[N:19])[n:11]([CH2:15][CH:16]=[CH2:17])[c:12]2[c:13]1=[O:14].[CH2:25]1[O:26][CH2:27][CH2:28][CH2:29]1.[CH3:30][S:31]([CH3:32])=[O:33].[cH:34]1[cH:35][cH:36][c:37]([P:38]([Pd:39]([P:40]([c:41]2[cH:42][cH:43][cH:44][cH:45][cH:46]2)([c:47]2[cH:48][cH:49][cH:50][cH:51][cH:52]2)[c:53]2[cH:54][cH:55][cH:56][cH:57][cH:58]2)([P:59]([c:60]2[cH:61][cH:62][cH:63][cH:64][cH:65]2)([c:66]2[cH:67][cH:68][cH:69][cH:70][cH:71]2)[c:72]2[cH:73][cH:74][cH:75][cH:76][cH:77]2)[P:78]([c:79]2[cH:80][cH:81][cH:82][cH:83][cH:84]2)([c:85]2[cH:86][cH:87][cH:88][cH:89][cH:90]2)[c:91]2[cH:92][cH:93][cH:94][cH:95][cH:96]2)([c:97]2[cH:98][cH:99][cH:100][cH:101][cH:102]2)[c:103]2[cH:104][cH:105][cH:106][cH:107][cH:108]2)[cH:109][cH:110]1>>[CH2:1]([CH2:2][CH2:3][CH3:4])[n:5]1[c:6](=[O:24])[n:7]([CH2:20][CH2:21][CH2:22][CH3:23])[c:8]2[n:9][c:10]([C:18]#[N:19])[nH:11][c:12]2[c:13]1=[O:14]. Starting materials: NC1=C(C=C(C=C1Cl)C(CNCCCCCCOCCCC=1C=C(C=NC1)CC(=O)OC)O)Cl (methyl 5-[3-[[6-[[2-(4-amino-3,5-dichlorophenyl)-2-hydroxyethyl]amino]hexyl]oxy]propyl]-3-pyridineacetate), H+ methanol. Procedure details: A solution of methyl 5-[3-[[6-[[2-(4-amino-3,5-dichlorophenyl)-2-hydroxyethyl]amino]hexyl]oxy]propyl]-3-pyridineacetate (600 mg) in methanol (10 ml) and 2N sodium hydroxide (10 ml) was stirred at room temperature for 10 min. Dowex (50) H+ methanol washed resin was added portionwise until pH 7. The resin was filtered off, the solution concentrated in vacuo to give a brown solid which was triturated in ethanol/methanol (1:2) to give the title compound as a light brown solid (250 mg), m.p. 191°-192... As a reaction SMILES: [NH2:1][C:2]1[C:7]([Cl:8])=[CH:6][C:5]([CH:9]([OH:33])[CH2:10][NH:11][CH2:12][CH2:13][CH2:14][CH2:15][CH2:16][CH2:17][O:18][CH2:19][CH2:20][CH2:21][C:22]2[CH:23]=[C:24]([CH2:28][C:29]([O:31]C)=[O:30])[CH:25]=[N:26][CH:27]=2)=[CH:4][C:3]=1[Cl:34]>CO.[OH-].[Na+]>[NH2:1][C:2]1[C:7]([Cl:8])=[CH:6][C:5]([CH:9]([OH:33])[CH2:10][NH:11][CH2:12][CH2:13][CH2:14][CH2:15][CH2:16][CH2:17][O:18][CH2:19][CH2:20][CH2:21][C:22]2[CH:23]=[C:24]([CH2:28][C:29]([OH:31])=[O:30])[CH:25]=[N:26][CH:27]=2)=[CH:4][C:3]=1[Cl:34] |f:2.3|. Product: NC1=C(C=C(C=C1Cl)C(CNCCCCCCOCCCC=1C=C(C=NC1)CC(=O)O)O)Cl (5-[3-[[6-[[2-(4-Amino-3,5-dichlorophenyl)-2-hydroxyethyl]amino]hexyl]oxy]propyl]-3-pyridineacetic acid). Run in CO (methanol), [OH-].[Na+] (sodium hydroxide). The yield is 42.8%. The reactants are ClC=1C=C(C=CC1C#N)N[C@@H](CC(=O)OC(C)(C)C)CNS(=O)(=O)C1=C(C=CC=C1)[N+](=O)[O-] (1,1-dimethylethyl (3S)-3-[(3-chloro-4-cyanophenyl)amino]-4-{[(2-nitrophenyl)sulfonyl]amino}butanoate), CI (MeI), C(=O)([O-])[O-].[K+].[K+] (K2CO3). Solvent: CN(C)C=O (DMF), O (H2O). Reaction conditions: time 70 minute. Yields the product ClC=1C=C(C=CC1C#N)N[C@@H](CC(=O)OC(C)(C)C)CN(S(=O)(=O)C1=C(C=CC=C1)[N+](=O)[O-])C (1,1-Dimethylethyl (3S)-3-[(3-chloro-4-cyanophenyl)amino]-4-{methyl[(2-nitrophenyl)sulfonyl]amino}butanoate). Reaction SMILES: [Cl:1][C:2]1[CH:3]=[C:4]([NH:10][C@H:11]([CH2:20][NH:21][S:22]([C:25]2[CH:30]=[CH:29][CH:28]=[CH:27][C:26]=2[N+:31]([O-:33])=[O:32])(=[O:24])=[O:23])[CH2:12][C:13]([O:15][C:16]([CH3:19])([CH3:18])[CH3:17])=[O:14])[CH:5]=[CH:6][C:7]=1[C:8]#[N:9].CI.[C:36]([O-])([O-])=O.[K+].[K+]>CN(C=O)C.O>[Cl:1][C:2]1[CH:3]=[C:4]([NH:10][C@H:11]([CH2:20][N:21]([CH3:36])[S:22]([C:25]2[CH:30]=[CH:29][CH:28]=[CH:27][C:26]=2[N+:31]([O-:33])=[O:32])(=[O:23])=[O:24])[CH2:12][C:13]([O:15][C:16]([CH3:18])([CH3:19])[CH3:17])=[O:14])[CH:5]=[CH:6][C:7]=1[C:8]#[N:9] |f:2.3.4|. Reported procedure: A mixture of the crude 1,1-dimethylethyl (3S)-3-[(3-chloro-4-cyanophenyl)amino]-4-{[(2-nitrophenyl)sulfonyl]amino}butanoate from the previous step, MeI (18.2 g, 128 mmol) and K2CO3 (325 mesh, 17.7 g, 128 mmol) in DMF (100 mL) was stirred at room temperature for 70 min. The reaction was diluted with H2O (200 mL) and extracted with Et2O (3×). The organic extracts were washed with H2O (2×), dried over CaCl2, filtered, and concentrated. The crude product was used directly in the next step. Reactants: C(C)OC(CC1=CC=C(C=C1)S(=O)(=O)N1CCN(CC1)C)=O ([4-(4-methyl-piperazine-1-sulfonyl)-phenyl]-acetic acid ethyl ester), C1(CCCC1)CI (cyclopentylmethyl iodide), [NH4+].[Cl-] (NH4Cl), CCN(C(C)C)C(C)C (DIEA), [Li]CCCC (n-BuLi). Solvent: C1CCOC1.CN1CCCN(C1=O)C (THF DMPU), C1CCOC1.CN1CCCN(C1=O)C (THF DMPU), C1CCOC1 (THF). Run at temperature -78 celsius, time 15 minute. Yields the product C(C)OC(C(CC1CCCC1)C1=CC=C(C=C1)S(=O)(=O)N1CCN(CC1)C)=O (3-cyclopentyl-2-[4-(4-methyl-piperazine-1-sulfonyl)-phenyl]-propionic acid ethyl ester). As a reaction SMILES: CCN(C(C)C)C(C)C.[Li]CCCC.[CH2:15]([O:17][C:18](=[O:36])[CH2:19][C:20]1[CH:25]=[CH:24][C:23]([S:26]([N:29]2[CH2:34][CH2:33][N:32]([CH3:35])[CH2:31][CH2:30]2)(=[O:28])=[O:27])=[CH:22][CH:21]=1)[CH3:16].[CH:37]1([CH2:42]I)[CH2:41][CH2:40][CH2:39][CH2:38]1.[NH4+].[Cl-]>C1COCC1.C1COCC1.CN1C(=O)N(C)CCC1>[CH2:15]([O:17][C:18](=[O:36])[CH:19]([C:20]1[CH:21]=[CH:22][C:23]([S:26]([N:29]2[CH2:34][CH2:33][N:32]([CH3:35])[CH2:31][CH2:30]2)(=[O:27])=[O:28])=[CH:24][CH:25]=1)[CH2:42][CH:37]1[CH2:41][CH2:40][CH2:39][CH2:38]1)[CH3:16] |f:4.5,7.8|. Procedure details: DIEA (0.742 g, 7.32 mmol) is dissolved in THF (10 mL) and cooled to −78° C., under an atmosphere of N2. n-BuLi (2.5M in hexanes, 2.25 mL, 5.63 mmol) is added to this slowly. The resulting solution is stirred at −78° C. for 15 min. A solution of the title B compound, [4-(4-methyl-piperazine-1-sulfonyl)-phenyl]-acetic acid ethyl ester (1.84 g, 5.63 mmol) in THF/DMPU (10 mL/5 mL) is then added dropwise. The reaction is then stirred at −78° C. for one hour. A solution of cyclopentylmethyl iodide (1.... The reactants are N=C1SC(C(N1)(C(F)(F)F)C(F)(F)F)=C(C(F)(F)F)F (2-imino-4,4-bis(trifluoromethyl)-5-(tetrafluoroethylidene)-1,3-thiazolidine), CC1=C(C(=O)N=C=O)C=CC=C1 (2-methylbenzoylisocyanate). The solvent is C1(=CC=CC=C1)C (toluene). Conditions: time 3 hour. Yields the product FC(C1(N=C(SC1=C(C(F)(F)F)F)NC(=O)NC(C1=C(C=CC=C1)C)=O)C(F)(F)F)(F)F (1-[4,4-bis(trifluoromethyl)-5-(tetrafluoroethylidene)-2-thiazolin-2-yl]-3-(2-methylbenzoyl)urea). Reaction SMILES: [NH:1]=[C:2]1[NH:6][C:5]([C:11]([F:14])([F:13])[F:12])([C:7]([F:10])([F:9])[F:8])[C:4](=[C:15]([F:20])[C:16]([F:19])([F:18])[F:17])[S:3]1.[CH3:21][C:22]1[CH:32]=[CH:31][CH:30]=[CH:29][C:23]=1[C:24]([N:26]=[C:27]=[O:28])=[O:25]>C1(C)C=CC=CC=1>[F:14][C:11]([F:12])([F:13])[C:5]1([C:7]([F:10])([F:9])[F:8])[C:4](=[C:15]([F:20])[C:16]([F:17])([F:18])[F:19])[S:3][C:2]([NH:1][C:27]([NH:26][C:24](=[O:25])[C:23]2[CH:29]=[CH:30][CH:31]=[CH:32][C:22]=2[CH3:21])=[O:28])=[N:6]1. Reported procedure: In toluene (10 ml) was dissolved 2-imino-4,4-bis(trifluoromethyl)-5-(tetrafluoroethylidene)-1,3-thiazolidine (1.0 g), and 2-methylbenzoylisocyanate (0.3 g) which is a starting compound was added thereto and the mixture was stirred at room temperature for 3 hours. The reactants are CCCC=CC(=O)O, CN(C)c1ccncc1, ClCCl, N#Cc1ccc(C#Cc2ccc(O)cc2)s1. Yields the product CCCC=CCOc1ccc(C#Cc2ccc(C#N)s2)cc1. Reaction SMILES: [C:1]([CH:2]=[CH:3][CH2:4][CH2:5][CH3:6])([OH:7])=[O:8].[CH3:28][N:29]([CH3:30])[c:31]1[cH:32][cH:33][n:34][cH:35][cH:36]1.[Cl:25][CH2:26][Cl:27].[OH:9][c:10]1[cH:11][cH:12][c:13]([C:16]#[C:17][c:18]2[cH:19][cH:20][c:21]([C:23]#[N:24])[s:22]2)[cH:14][cH:15]1>>[CH2:1]([CH:2]=[CH:3][CH2:4][CH2:5][CH3:6])[O:9][c:10]1[cH:11][cH:12][c:13]([C:16]#[C:17][c:18]2[cH:19][cH:20][c:21]([C:23]#[N:24])[s:22]2)[cH:14][cH:15]1. Reactants: NC=1N=C(SC1C#N)SC (4-Amino-2-methylsulfanyl-thiazole-5-carbonitrile), COC(N(C)C)OC (N,N-dimethylformamide dimethyl acetal). Product: C(#N)C1=C(N=C(S1)SC)N=CN(C)C (N′-(5-Cyano-2-methylsulfanyl-thiazol-4-yl)-N,N-dimethyl-formamidine). Isolated yield 99.0%. Reaction SMILES: [NH2:1][C:2]1[N:3]=[C:4]([S:9][CH3:10])[S:5][C:6]=1[C:7]#[N:8].CO[CH:13](OC)[N:14]([CH3:16])[CH3:15]>>[C:7]([C:6]1[S:5][C:4]([S:9][CH3:10])=[N:3][C:2]=1[N:1]=[CH:13][N:14]([CH3:16])[CH3:15])#[N:8]. Procedure: The title compound was prepared from the reaction of 4-Amino-2-methylsulfanyl-thiazole-5-carbonitrile with N,N-dimethylformamide dimethyl acetal using the procedure from Example 156B to provide the title compound as a white foam (0.132, g, 99%).